This data is from the Open Reaction Database (ORD), a public repository of structured organic reaction records. The task is: describe an organic reaction: reactants, conditions, products, and yield The product is COc1cc([N+](=O)[O-])c(OC)cc1CC(=O)O. As a reaction SMILES: [CH3:19][C:20](=[O:21])[OH:22].[CH3:1][O:2][c:3]1[c:4]([CH2:11][C:12](=[O:13])[OH:14])[cH:5][c:6]([O:9][CH3:10])[cH:7][cH:8]1.[OH2:23].[OH:15][N+:16]([O-:17])=[O:18]>>[CH3:1][O:2][c:3]1[c:4]([CH2:11][C:12](=[O:13])[OH:14])[cH:5][c:6]([O:9][CH3:10])[c:7]([N+:16](=[O:15])[O-:17])[cH:8]1. Starting materials: CC(=O)O, COc1ccc(OC)c(CC(=O)O)c1, O, O=[N+]([O-])O.